Dataset: the Open Reaction Database (ORD), a public repository of structured organic reaction records. Task: describe an organic reaction: reactants, conditions, products, and yield Starting materials: O1C(NCC1)=O (2-oxazolidinone), Example 4-5, [H-].[Na+] (sodium hydride), O (Water), BrC/C=C(\C1=CC=C(C=C1)C(C)(C)C)/C1=CC=C(C(=N1)OC)Cl (6-[(1E)-3-Bromo-1-(4-tert-butylphenyl)prop-1-en-1-yl]-3-chloro-2-methoxypyridine). The solvent is O1CCCC1 (tetrahydrofuran), O1CCCC1 (tetrahydrofuran). Run at time 30 minute. The product is C(C)(C)(C)C1=CC=C(C=C1)\C(=C/CN1C(OCC1)=O)\C1=NC(=C(C=C1)Cl)OC (3-[(2E)-3-(4-tert-butylphenyl)-3-(5-chloro-6-methoxypyridin-2-yl)prop-2-en-1-yl]-1,3-oxazolidin-2-one). Isolated yield 98.0%. Reaction SMILES: [H-].[Na+].[O:3]1[CH2:7][CH2:6][NH:5][C:4]1=[O:8].Br[CH2:10]/[CH:11]=[C:12](/[C:23]1[N:28]=[C:27]([O:29][CH3:30])[C:26]([Cl:31])=[CH:25][CH:24]=1)\[C:13]1[CH:18]=[CH:17][C:16]([C:19]([CH3:22])([CH3:21])[CH3:20])=[CH:15][CH:14]=1.O>O1CCCC1>[C:19]([C:16]1[CH:15]=[CH:14][C:13](/[C:12](/[C:23]2[CH:24]=[CH:25][C:26]([Cl:31])=[C:27]([O:29][CH3:30])[N:28]=2)=[CH:11]\[CH2:10][N:5]2[CH2:6][CH2:7][O:3][C:4]2=[O:8])=[CH:18][CH:17]=1)([CH3:20])([CH3:21])[CH3:22] |f:0.1|. Procedure: A suspension of sodium hydride (purity: 60%, 60 mg) in tetrahydrofuran (1.0 mL) was added to a solution of 2-oxazolidinone (153 mg) in tetrahydrofuran (1.0 mL) under ice-cooling, and the mixture was stirred at room temperature for 30 minutes. 6-[(1E)-3-Bromo-1-(4-tert-butylphenyl)prop-1-en-1-yl]-3-chloro-2-methoxypyridine obtained in Reference Example 4-5 (303 mg) was added thereto, and the mixture was stirred at room temperature for 20 hours. Water was added to the reaction solution, followed b...